This data is from the Open Reaction Database (ORD), a public repository of structured organic reaction records. The task is: describe an organic reaction: reactants, conditions, products, and yield Starting materials: ClCC(=O)C1=C(C=C(C=C1)C(C)C)NC(C)=O (N-[2-(2-chloro-acetyl)-5-isopropyl-phenyl]-acetamide), Cl.N1(CCNCC1)C1=NSC2=C1C=CC=C2 (3-piperazin-1-yl-benzo[d]isothiazole hydrochloride), hydrochloride salt, dioxane HCl(gas). Yields the product S1N=C(C2=C1C=CC=C2)N2CCN(CC2)CC(=O)C2=C(C=C(C=C2)C(C)C)NC(C)=O (N-{2-[2-(4-benzo[d]isothiazol-3-yl-piperazin-1-yl)-acetyl]-5-isopropyl-phenyl}-acetamide). Yield: 72.7%. RXN SMILES: Cl[CH2:2][C:3]([C:5]1[CH:10]=[CH:9][C:8]([CH:11]([CH3:13])[CH3:12])=[CH:7][C:6]=1[NH:14][C:15](=[O:17])[CH3:16])=[O:4].Cl.[N:19]1([C:25]2[C:29]3[CH:30]=[CH:31][CH:32]=[CH:33][C:28]=3[S:27][N:26]=2)[CH2:24][CH2:23][NH:22][CH2:21][CH2:20]1>>[S:27]1[C:28]2[CH:33]=[CH:32][CH:31]=[CH:30][C:29]=2[C:25]([N:19]2[CH2:20][CH2:21][N:22]([CH2:2][C:3]([C:5]3[CH:10]=[CH:9][C:8]([CH:11]([CH3:13])[CH3:12])=[CH:7][C:6]=3[NH:14][C:15](=[O:17])[CH3:16])=[O:4])[CH2:23][CH2:24]2)=[N:26]1 |f:1.2|. Reported procedure: Starting with N-[2-(2-chloro-acetyl)-5-isopropyl-phenyl]-acetamide (0.30 g, 1.182 mmol), and 3-piperazin-1-yl-benzo[d]isothiazole hydrochloride (0.302 g, 1.182 mmol) and following the procedure as outlined in Example 517, N-{2-[2-(4-benzo[d]isothiazol-3-yl-piperazin-1-yl)-acetyl]-5-isopropyl-phenyl}-acetamide (0.375 g, 0.859 mmol) was obtained as its hydrochloride salt from treatment with dioxane/HCl(gas). Yield=73%. 100% purity at 254 nM. 1H NMR (400 MHz, DMSO-d6) δ 10.71 (s, 1H), 10.36 (bs, 1H... Starting materials: O (water), Cl.N1CCC2(CC1)C1=CC=CC=C1OC=1C=CC=CC12 (xanthene-9-spiro-4'-piperidine hydrochloride), C([O-])([O-])=O.[K+].[K+] (potassium carbonate), C1COC(CCCCl)(C2=CC=C(C=C2)F)O1 (γ-chloro-p-fluorobutyrophenone ethylene ketal). Solvent: C(CCC)O (n-butanol). The product is Cl.FC1=CC=C(C(=O)CCCN2CCC3(CC2)C2=CC=CC=C2OC=2C=CC=CC23)C=C1 (1'-[3-(p-fluorobenzoyl)propyl]xanthene-9-spiro-4'-piperidine hydrochloride). The yield is 32.5%. Reaction SMILES: Cl.[NH:2]1[CH2:7][CH2:6][C:5]2([C:20]3[CH:19]=[CH:18][CH:17]=[CH:16][C:15]=3[O:14][C:13]3[C:8]2=[CH:9][CH:10]=[CH:11][CH:12]=3)[CH2:4][CH2:3]1.C(=O)([O-])[O-].[K+].[K+].C1O[C:30]([C:35]2[CH:40]=[CH:39][C:38]([F:41])=[CH:37][CH:36]=2)([CH2:31][CH2:32][CH2:33][Cl:34])[O:29]C1.O>C(O)CCC>[ClH:34].[F:41][C:38]1[CH:37]=[CH:36][C:35]([C:30]([CH2:31][CH2:32][CH2:33][N:2]2[CH2:3][CH2:4][C:5]3([C:8]4[CH:9]=[CH:10][CH:11]=[CH:12][C:13]=4[O:14][C:15]4[C:20]3=[CH:19][CH:18]=[CH:17][CH:16]=4)[CH2:6][CH2:7]2)=[O:29])=[CH:40][CH:39]=1 |f:0.1,2.3.4,8.9|. Procedure details: A mixture of xanthene-9-spiro-4'-piperidine hydrochloride (1 g.), potassium carbonate (1.2 g.) and γ-chloro-p-fluorobutyrophenone ethylene ketal (1.03 g.) in n-butanol is heated under reflux for 48 hours. The mixture is poured into water, extracted with ether, the ether solution evaporated and the residue warmed with 3N hydrochloric acid for 1 hour to hydrolyse the ketal. The acidic solution is extracted with ethyl acetate, the solvent evaporated and the residue recrystallised from ethyl acetate... Reactants: O (Water), C(CCC)(=O)Cl (Butyryl chloride), C(C1=CC=CC=C1)(C1=CC=CC=C1)(C1=CC=CC=C1)N1N=NN=C1C1=C(C=CC=C1)C1=CC=C(C=C1)CN[C@H](CO)C ((S)-2-[2′-(1-Trityl-1H-tetrazol-5-yl)biphenyl-4-ylmethyl]aminopropan-1-ol), CCN(C(C)C)C(C)C (DIPEA). The solvent is C1(=CC=CC=C1)C (toluene). Reaction conditions: time 30 minute. Product: OC[C@H](C)N(C(CCC)=O)CC1=CC=C(C=C1)C1=C(C=CC=C1)C1=NN=NN1C(C1=CC=CC=C1)(C1=CC=CC=C1)C1=CC=CC=C1 (N—((S)-2-Hydroxy-1-methylethyl)-N-[2′-(1-trityl-1H-tetrazol-5-yl)biphenyl-4-ylmethyl]butyramide). Yield: 72.1%. As a reaction SMILES: [C:1](Cl)(=[O:5])[CH2:2][CH2:3][CH3:4].[C:7]([N:26]1[C:30]([C:31]2[CH:36]=[CH:35][CH:34]=[CH:33][C:32]=2[C:37]2[CH:42]=[CH:41][C:40]([CH2:43][NH:44][C@@H:45]([CH3:48])[CH2:46][OH:47])=[CH:39][CH:38]=2)=[N:29][N:28]=[N:27]1)([C:20]1[CH:25]=[CH:24][CH:23]=[CH:22][CH:21]=1)([C:14]1[CH:19]=[CH:18][CH:17]=[CH:16][CH:15]=1)[C:8]1[CH:13]=[CH:12][CH:11]=[CH:10][CH:9]=1.CCN(C(C)C)C(C)C.O>C1(C)C=CC=CC=1>[OH:47][CH2:46][C@@H:45]([N:44]([CH2:43][C:40]1[CH:39]=[CH:38][C:37]([C:32]2[CH:33]=[CH:34][CH:35]=[CH:36][C:31]=2[C:30]2[N:26]([C:7]([C:20]3[CH:25]=[CH:24][CH:23]=[CH:22][CH:21]=3)([C:14]3[CH:15]=[CH:16][CH:17]=[CH:18][CH:19]=3)[C:8]3[CH:9]=[CH:10][CH:11]=[CH:12][CH:13]=3)[N:27]=[N:28][N:29]=2)=[CH:42][CH:41]=1)[C:1](=[O:5])[CH2:2][CH2:3][CH3:4])[CH3:48]. Procedure details: Butyryl chloride (258 μL, 2.5 mmol) was added to a solution of intermediate (5a) (1.1 g, 2.1 mmol), and DIPEA (504 μL, 2.9 mmol) in toluene (20 mL) at 0° C. The solution was stirred at room temperature for 30 minutes. Water was added (20 mL), and the aqueous phase was extracted with EtOAc (3×30 mL). The combined organic extracts were washed with saturated aqueous NaCl, dried over MgSO4, filtered, and concentrated in vacuo. Silica gel chromatography gave intermediate (5b) as a white solid (942 mg... Reactants: C[O-].[Na+] (sodium methoxide), ClC=1C(=CC=C2C=CNC12)C(=O)O (7-chloro-1H-indole-6-carboxylic acid), N1C=CC2=CC=CC=C12 (indole), C1(CCCCC1)=O (cyclohexanone). The solvent is CO (methanol). The product is ClC=1C(=CC=C2C(=CNC12)C1=CCCCC1)C(=O)O (7-chloro-3-cyclohexenyl-1H-indole-6-carboxylic acid). Isolated yield 88.1%. Reaction SMILES: [Cl:1][C:2]1[C:3]([C:11]([OH:13])=[O:12])=[CH:4][CH:5]=[C:6]2[C:10]=1[NH:9][CH:8]=[CH:7]2.[C:14]1(=O)[CH2:19][CH2:18][CH2:17][CH2:16][CH2:15]1.N1C2C(=CC=CC=2)C=C1.C[O-].[Na+]>CO>[Cl:1][C:2]1[C:3]([C:11]([OH:13])=[O:12])=[CH:4][CH:5]=[C:6]2[C:10]=1[NH:9][CH:8]=[C:7]2[C:14]1[CH2:19][CH2:18][CH2:17][CH2:16][CH:15]=1 |f:3.4|. Procedure details: To a one liter round bottom flask equipped with a reflux condenser was added 26.3 grams (0.135 mol) of 7-chloro-1H-indole-6-carboxylic acid and 200 mL of dry methanol. Three equivalents (41.8 mL, 0.404 mol) of cyclohexanone was added in one portion. The heterogeneous mixture was heated to 60° C. at which point all of the indole went into solution. 6.1 equivalents of a methanolic sodium methoxide solution (0.820 mol, 187 mL) was then added in two portions. The solution was heated at reflux overni...